Dataset: the Open Reaction Database (ORD), a public repository of structured organic reaction records. Task: describe an organic reaction: reactants, conditions, products, and yield Starting materials: Cc1ccc2c(Cl)ccnc2n1, COCCNC(=O)c1ccc(Oc2ccc(Cl)cc2N)cc1. Reaction SMILES: [Cl:1][c:2]1[c:3]2[cH:4][cH:5][c:6]([CH3:12])[n:7][c:8]2[n:9][cH:10][cH:11]1.[NH2:13][c:14]1[c:15]([O:16][c:17]2[cH:18][cH:19][c:20]([C:21](=[O:22])[NH:23][CH2:24][CH2:25][O:26][CH3:27])[cH:28][cH:29]2)[cH:30][cH:31][c:32]([Cl:34])[cH:33]1>>[c:2]1([NH:13][c:14]2[c:15]([O:16][c:17]3[cH:18][cH:19][c:20]([C:21](=[O:22])[NH:23][CH2:24][CH2:25][O:26][CH3:27])[cH:28][cH:29]3)[cH:30][cH:31][c:32]([Cl:34])[cH:33]2)[c:3]2[cH:4][cH:5][c:6]([CH3:12])[n:7][c:8]2[n:9][cH:10][cH:11]1. Product: COCCNC(=O)c1ccc(Oc2ccc(Cl)cc2Nc2ccnc3nc(C)ccc23)cc1. Reactants: CCN(C(C)C)C(C)C, ClCCl, COC(=O)CC(c1ccc(-c2ccccc2)cc1)n1cnc2cc(N)ccc21, O=S(=O)(Cl)c1ccccc1. Yields the product COC(=O)CC(c1ccc(-c2ccccc2)cc1)n1cnc2cc(NS(=O)(=O)c3ccccc3)ccc21. RXN SMILES: [CH:39]([N:40]([CH2:41][CH3:42])[CH:43]([CH3:44])[CH3:45])([CH3:46])[CH3:47].[Cl:48][CH2:49][Cl:50].[NH2:1][c:2]1[cH:3][c:4]2[c:5]([n:6]([CH:9]([CH2:10][C:11](=[O:12])[O:13][CH3:14])[c:15]3[cH:16][cH:17][c:18](-[c:21]4[cH:22][cH:23][cH:24][cH:25][cH:26]4)[cH:19][cH:20]3)[cH:7][n:8]2)[cH:27][cH:28]1.[c:29]1([S:35](=[O:36])(=[O:37])[Cl:38])[cH:30][cH:31][cH:32][cH:33][cH:34]1>>[NH:1]([c:2]1[cH:3][c:4]2[c:5]([n:6]([CH:9]([CH2:10][C:11](=[O:12])[O:13][CH3:14])[c:15]3[cH:16][cH:17][c:18](-[c:21]4[cH:22][cH:23][cH:24][cH:25][cH:26]4)[cH:19][cH:20]3)[cH:7][n:8]2)[cH:27][cH:28]1)[S:35]([c:29]1[cH:30][cH:31][cH:32][cH:33][cH:34]1)(=[O:36])=[O:37]. Reactants: C1(=CC=CC=C1)CCCC(CCCC1=CC=CC=C1)NC(CN(C)C(=O)OC(C)(C)C)=O (N-tert-butoxycarbonyl-N-methyl-2-aminoacetic acid [4-phenyl-1-(3-phenyl-propyl)-butyl]-amide), FC(C(=O)O)(F)F (Trifluoroacetic acid). The solvent is C(Cl)Cl (methylene chloride). Reaction conditions: time 2.5 hour. Product: C1(=CC=CC=C1)CCCC(CCCC1=CC=CC=C1)NC(CNC)=O (N-methyl-2-aminoacetic acid [4-phenyl-1-(3-phenyl-propyl)-butyl]-amide). Yield: 97.7%. Reaction SMILES: [C:1]1([CH2:7][CH2:8][CH2:9][CH:10]([NH:20][C:21](=[O:32])[CH2:22][N:23](C(OC(C)(C)C)=O)[CH3:24])[CH2:11][CH2:12][CH2:13][C:14]2[CH:19]=[CH:18][CH:17]=[CH:16][CH:15]=2)[CH:6]=[CH:5][CH:4]=[CH:3][CH:2]=1.FC(F)(F)C(O)=O>C(Cl)Cl>[C:1]1([CH2:7][CH2:8][CH2:9][CH:10]([NH:20][C:21](=[O:32])[CH2:22][NH:23][CH3:24])[CH2:11][CH2:12][CH2:13][C:14]2[CH:15]=[CH:16][CH:17]=[CH:18][CH:19]=2)[CH:2]=[CH:3][CH:4]=[CH:5][CH:6]=1. Procedure: N-tert-Butoxycarbonyl-N-methyl-2-aminoacetic acid [4-phenyl-1-(3-phenyl-propyl)-butyl]-amide (65) (2.19 g; 4.99 mmol) is dissolved in methylene chloride (30 mL) at ambient temperature. Trifluoroacetic acid (20 mL) is added in a slow stream, and the solution is stirred for 2.5 hours at ambient temperature. The solution is concentrated in vacuo at 40° C. The residue is dissolved in methylene chloride (200 mL) and poured onto saturated sodium bicarbonate solution. The pH is adjusted to 9 with satur... Reactants: Clc1cc(CBr)cnc1Cl, O=C1NC(=O)c2ccccc21, [K], CN(C)C=O, O. The product is O=C1c2ccccc2C(=O)N1Cc1cnc(Cl)c(Cl)c1. As a reaction SMILES: [Br:1][CH2:2][c:3]1[cH:4][c:5]([Cl:10])[c:6]([Cl:9])[n:7][cH:8]1.[C:11]1(=[O:21])[c:12]2[c:13]([cH:17][cH:18][cH:19][cH:20]2)[C:14](=[O:16])[NH:15]1.[K:22].[O:24]=[CH:25][N:26]([CH3:27])[CH3:28].[OH2:23]>>[CH2:2]([c:3]1[cH:4][c:5]([Cl:10])[c:6]([Cl:9])[n:7][cH:8]1)[N:15]1[C:11](=[O:21])[c:12]2[c:13]([cH:17][cH:18][cH:19][cH:20]2)[C:14]1=[O:16]. Starting materials: B.CSC (borane dimethyl sulphide), 200C, C(CC)(=O)[C-]1C=CC=C1.[CH-]1C=CC=C1.[Fe+2] (propionylferrocene), ice water. Reagents/catalysts: catalyst. Run in O1CCCC1 (tetrahydrofuran). Run at time 1 hour. Yields the product O[C@H](CC)[C-]1C=CC=C1.[CH-]1C=CC=C1.[Fe+2] ((R)-(1-Hydroxypropyl)ferrocene). As a reaction SMILES: B.CSC.[C:5]([C-:9]1[CH:13]=[CH:12][CH:11]=[CH:10]1)(=[O:8])[CH2:6][CH3:7].[CH-:14]1[CH:18]=[CH:17][CH:16]=[CH:15]1.[Fe+2:19]>O1CCCC1>[OH:8][C@@H:5]([C-:9]1[CH:13]=[CH:12][CH:11]=[CH:10]1)[CH2:6][CH3:7].[CH-:14]1[CH:18]=[CH:17][CH:16]=[CH:15]1.[Fe+2:19] |f:0.1,2.3.4,6.7.8|. Reported procedure: 2.5 ml (25 mmol) of borane-dimethyl sulphide adduct were added dropwise at 200C to a solution of 10.0 g (41.3 mmol) of propionylferrocene and 2.5 ml (2.5 mmol, 0.06 eq) of catalyst (S)-III (R6 =CH3) in 30 ml of tetrahydrofuran over a period of 30 minutes. After 1 hour at 20°-25° C., the reaction mixture was poured while stirring vigorously onto about 200 ml of ice/water and stirred for 0.5 hours. The aqueous phase was subsequently extracted three times with 200 ml each time of tert-butyl methyl ... Reactants: N([C@@H](CC(O)=O)C(=O)O)F (F-Asp), N[C@@H](CC(=O)O)C(=O)O (L-aspartic acid), C(C)(=O)OC(C)=O (acetic anhydride). Solvent: C(=O)O (formic acid). Yields the product C(=O)N[C@H]1CC(=O)OC1=O (N-formyl-L-aspartic anhydride). Reaction SMILES: [NH:1](F)[C@H:2]([C:7]([OH:9])=[O:8])[CH2:3][C:4](=[O:6])O.N[C@H](C(O)=O)C[C:14](O)=[O:15].C(OC(=O)C)(=O)C>C(O)=O>[CH:14]([NH:1][C@@H:2]1[C:7](=[O:8])[O:9][C:4](=[O:6])[CH2:3]1)=[O:15]. Reported procedure: F-Asp=O is prepared by reacting L-aspartic acid with formic acid in the presence of an effective amount of acetic anhydride under conditions sufficient to form N-formyl-L-aspartic anhydride. Then an effective amount of acetic anhydride and a C3 -C6 secondary alcohol are added to the reaction mixture to consume excess formic acid. The resulting N-formyl-L-aspartic anhydride reaction mixture is suitable for further reactions without modifications. Starting materials: ClCCl, CC(C)(C)OC(=O)N(CC1CN(c2ccc(-n3cnc(CO)c3)c(F)c2)C(=O)O1)c1ccon1, O=C(O)C(F)(F)F. Product: O=C1OC(CNc2ccon2)CN1c1ccc(-n2cnc(CO)c2)c(F)c1. Reaction SMILES: [Cl:42][CH2:43][Cl:44].[OH:1][CH2:2][c:3]1[n:4][cH:5][n:6](-[c:8]2[c:9]([F:34])[cH:10][c:11]([N:14]3[C:15](=[O:33])[O:16][CH:17]([CH2:19][N:20]([C:21]([O:22][C:23]([CH3:24])([CH3:25])[CH3:26])=[O:27])[c:28]4[n:29][o:30][cH:31][cH:32]4)[CH2:18]3)[cH:12][cH:13]2)[cH:7]1.[OH:35][C:36]([C:37]([F:38])([F:39])[F:40])=[O:41]>>[OH:1][CH2:2][c:3]1[n:4][cH:5][n:6](-[c:8]2[c:9]([F:34])[cH:10][c:11]([N:14]3[C:15](=[O:33])[O:16][CH:17]([CH2:19][NH:20][c:28]4[n:29][o:30][cH:31][cH:32]4)[CH2:18]3)[cH:12][cH:13]2)[cH:7]1.